From a dataset of the Open Reaction Database (ORD), a public repository of structured organic reaction records. describe an organic reaction: reactants, conditions, products, and yield The reactants are 3-(2-phenylethoxy)ethanol, BrCCC#N (3-bromopropanenitrile), [OH-].[Na+] (sodium hydroxide), C1(=CC=CC=C1)CC1OCCO1 (2-phenylmethyl 1,3-dioxolane). Reagents/catalysts: [Cl-].C(CCC)[N+](CCCC)(CCCC)CCCC (tetrabutylammonium chloride). Run in O (water), ClCCl (dichloromethane), O (water). The product is C1(=CC=CC=C1)CCOCCOCCC#N (3-[2-[2-Phenylethoxy]ethoxy]propanenitrile). Yield: 90.0%. As a reaction SMILES: [C:1]1([CH2:7][CH:8]2[O:12][CH2:11][CH2:10][O:9]2)[CH:6]=[CH:5][CH:4]=[CH:3][CH:2]=1.Br[CH2:14][CH2:15][C:16]#[N:17].[OH-].[Na+]>[Cl-].C([N+](CCCC)(CCCC)CCCC)CCC.ClCCl.O>[C:1]1([CH2:7][CH2:8][O:12][CH2:11][CH2:10][O:9][CH2:14][CH2:15][C:16]#[N:17])[CH:2]=[CH:3][CH:4]=[CH:5][CH:6]=1 |f:2.3,4.5|. Procedure details: A mixture of 3-(2-phenylethoxy)ethanol (8.0 g, prepared from 2-phenylmethyl 1,3-dioxolane according to the general method in Can. J. Chem., 1974, 52, 888), 3-bromopropanenitrile (5.6 ml), sodium hydroxide (50 g) and tetrabutylammonium chloride (0.5 g) in dichloromethane (100 ml) and water (100 ml) was stirred at room temperature for 72 hours. The mixture was diluted with water and the organic layer separated. The aqueous layer was extracted with a further portion of dichloromethane. The combined... The reactants are C(C1=CC=CC=C1)(=O)C1=CC2=C(N(C(S2)=O)CCOC2=CC=C(C=C2)CC(C(=O)OC)NC(=O)OCCCC)C=C1 (Methyl 3-{4-[2-(6-benzoyl-2-oxo-1,3-benzothiazol-3(2H)-yl)ethoxy]phenyl}-2-[(butoxycarbonyl)amino]propanoate), CON (O-methylhydroxylamine). Product: C(CCC)OC(=O)NC(C(=O)OC)CC1=CC=C(C=C1)OCCN1C(SC2=C1C=CC(=C2)C(C2=CC=CC=C2)=NOC)=O (Methyl 2-[(butoxycarbonyl)amino]-3-{4-[2-(6-[(methoxyimino)-(phenyl)methyl]-2-oxo-1,3-benzothiazol-3(2H)-yl)ethoxy]phenyl}-propanoate). RXN SMILES: [C:1]([C:9]1[CH:41]=[CH:40][C:12]2[N:13]([CH2:17][CH2:18][O:19][C:20]3[CH:25]=[CH:24][C:23]([CH2:26][CH:27]([NH:32][C:33]([O:35][CH2:36][CH2:37][CH2:38][CH3:39])=[O:34])[C:28]([O:30][CH3:31])=[O:29])=[CH:22][CH:21]=3)[C:14](=[O:16])[S:15][C:11]=2[CH:10]=1)(=O)[C:2]1[CH:7]=[CH:6][CH:5]=[CH:4][CH:3]=1.[CH3:42][O:43][NH2:44]>>[CH2:36]([O:35][C:33]([NH:32][CH:27]([CH2:26][C:23]1[CH:22]=[CH:21][C:20]([O:19][CH2:18][CH2:17][N:13]2[C:12]3[CH:40]=[CH:41][C:9]([C:1](=[N:44][O:43][CH3:42])[C:2]4[CH:7]=[CH:6][CH:5]=[CH:4][CH:3]=4)=[CH:10][C:11]=3[S:15][C:14]2=[O:16])=[CH:25][CH:24]=1)[C:28]([O:30][CH3:31])=[O:29])=[O:34])[CH2:37][CH2:38][CH3:39]. Reported procedure: Starting from the compound obtained in Step B, the procedure is as in Step B of Example 2, replacing the hydroxylamine by O-methylhydroxylamine. The reactants are N[C@H](C(=O)NCCCC[C@@H](CO)N(CC(C)C)S(=O)(=O)C1=CC(=C(C=C1)F)N)CC1=CC2=CC=CC=C2C=C1 ((2S,5S)-2-Amino-N-{5-[(3-amino-4-fluoro-benzenesulfonyl)-isobutyl-amino]-6-hydroxy-hexyl}-3-naphthalen-2-yl-propionamide), C1(CCCCC1)C(=O)Cl (cyclohexanecarbonyl chloride). Yields the product NC=1C=C(C=CC1F)S(=O)(=O)N([C@@H](CCCCNC(=O)[C@H](CC1=CC2=CC=CC=C2C=C1)NC(=O)C1CCCCC1)CO)CC(C)C ((1S,5S)-Cyclohexanecarboxylic Acid (1-{5-[(3-Amino-4-fluoro-benzenesulfonyl)-isobutyl-amino]-6-hydroxy-hexylcarbamoyl}-2-naphthalen-2-yl-ethyl)-amide). As a reaction SMILES: [NH2:1][C@@H:2]([CH2:29][C:30]1[CH:39]=[CH:38][C:37]2[C:32](=[CH:33][CH:34]=[CH:35][CH:36]=2)[CH:31]=1)[C:3]([NH:5][CH2:6][CH2:7][CH2:8][CH2:9][C@H:10]([N:13]([S:18]([C:21]1[CH:26]=[CH:25][C:24]([F:27])=[C:23]([NH2:28])[CH:22]=1)(=[O:20])=[O:19])[CH2:14][CH:15]([CH3:17])[CH3:16])[CH2:11][OH:12])=[O:4].[CH:40]1([C:46](Cl)=[O:47])[CH2:45][CH2:44][CH2:43][CH2:42][CH2:41]1>>[NH2:28][C:23]1[CH:22]=[C:21]([S:18]([N:13]([CH2:14][CH:15]([CH3:16])[CH3:17])[C@H:10]([CH2:11][OH:12])[CH2:9][CH2:8][CH2:7][CH2:6][NH:5][C:3]([C@@H:2]([NH:1][C:46]([CH:40]2[CH2:45][CH2:44][CH2:43][CH2:42][CH2:41]2)=[O:47])[CH2:29][C:30]2[CH:39]=[CH:38][C:37]3[C:32](=[CH:33][CH:34]=[CH:35][CH:36]=3)[CH:31]=2)=[O:4])(=[O:19])=[O:20])[CH:26]=[CH:25][C:24]=1[F:27]. Reported procedure: The title compound was prepared from (2S,5S)-2-amino-N-{5-[(3-amino-4-fluoro-benzenesulfonyl)-isobutyl-amino]-6-hydroxy-hexyl}-3-naphthalen-2-yl-propionamide (example 81) as described in general procedure D using cyclohexanecarbonyl chloride. The final product was obtained in 48% yield. Reactants: BrC=1C=C(C=CC1)S(=O)(=O)N1C=C(C=C1)/C=C/C(=O)NOC1OCCCC1 ((E)-3-[1-(3-Bromo-benzenesulfonyl)-1H-pyrrol-3-yl]-N-(tetrahydro-pyran-2-yloxy)-acrylamide), CC1(OB(OC1(C)C)C1=CC=C(OCCCN2CCOCC2)C=C1)C (4-{3-[4-(4,4,5,5-tetramethyl-[1,3,2]dioxaborolan-2-yl)-phenoxy]-propyl}-morpholine), (Ph3P)3PdCl2, C(=O)([O-])[O-].[Na+].[Na+] (Na2CO3). Run in COCCOC (DME). Run at temperature 100 celsius. Yields the product N1(CCOCC1)CCCOC1=CC=C(C=C1)C1=CC(=CC=C1)S(=O)(=O)N1C=C(C=C1)/C=C/C(=O)NOC1OCCCC1 ((E)-3-{1-[4′-(3-Morpholin-4-yl-propoxy)-biphenyl-3-sulfonyl]-1H-pyrrol-3-yl}-N-(tetrahydro-pyran-2-yloxy)-acrylamide). Isolated yield 78.1%. Reaction SMILES: Br[C:2]1[CH:3]=[C:4]([S:8]([N:11]2[CH:15]=[CH:14][C:13](/[CH:16]=[CH:17]/[C:18]([NH:20][O:21][CH:22]3[CH2:27][CH2:26][CH2:25][CH2:24][O:23]3)=[O:19])=[CH:12]2)(=[O:10])=[O:9])[CH:5]=[CH:6][CH:7]=1.CC1(C)C(C)(C)OB([C:36]2[CH:51]=[CH:50][C:39]([O:40][CH2:41][CH2:42][CH2:43][N:44]3[CH2:49][CH2:48][O:47][CH2:46][CH2:45]3)=[CH:38][CH:37]=2)O1.C([O-])([O-])=O.[Na+].[Na+]>COCCOC>[N:44]1([CH2:43][CH2:42][CH2:41][O:40][C:39]2[CH:50]=[CH:51][C:36]([C:2]3[CH:7]=[CH:6][CH:5]=[C:4]([S:8]([N:11]4[CH:15]=[CH:14][C:13](/[CH:16]=[CH:17]/[C:18]([NH:20][O:21][CH:22]5[CH2:27][CH2:26][CH2:25][CH2:24][O:23]5)=[O:19])=[CH:12]4)(=[O:10])=[O:9])[CH:3]=3)=[CH:37][CH:38]=2)[CH2:49][CH2:48][O:47][CH2:46][CH2:45]1 |f:2.3.4|. Procedure: (E)-3-[1-(3-Bromo-benzenesulfonyl)-1H-pyrrol-3-yl]-N-(tetrahydro-pyran-2-yloxy)-acrylamide (4.6 g) and 4-{3-[4-(4,4,5,5-tetramethyl-[1,3,2]dioxaborolan-2-yl)-phenoxy]-propyl}-morpholine (3.9 g) are dissolved in DME (200 mL). Under an inert gas atmosphere are added are added (Ph3P)3PdCl2 (1.4 g) and 2M Na2CO3-solution (31 mL). The mixture is heated to 100° C. for 2 h. After filtration and extraction, the crude product from the organic phase is purified by silica gel flash chromatography. 4.7 g of...